This data is from the Open Reaction Database (ORD), a public repository of structured organic reaction records. The task is: describe an organic reaction: reactants, conditions, products, and yield The reactants are C(C)OC(=O)C1(CCN(CC1)CC1=CC=C(C=C1)OCCN1CCCCC1)S(=O)(=O)C1=CC=C(C=C1)OCCCC (4-(4-Butoxy-benzenesulfonyl)-1-[4-(2-piperidin-1-yl-ethoxy)-benzyl]-piperidine-4-carboxylic acid ethyl ester). Run in C1CCOC1.CO (THF methanol), [OH-].[Na+] (NaOH). Yields the product C(CCC)OC1=CC=C(C=C1)S(=O)(=O)C1(CCN(CC1)CC1=CC=C(C=C1)OCCN1CCCCC1)C(=O)O (4-(4-Butoxy-benzenesulfonyl)-1-[4-(2-piperidin-1-yl-ethoxy)-benzyl]-piperidine-4- carboxylic acid). Yield: 41.0%. Reaction SMILES: C([O:3][C:4]([C:6]1([S:28]([C:31]2[CH:36]=[CH:35][C:34]([O:37][CH2:38][CH2:39][CH2:40][CH3:41])=[CH:33][CH:32]=2)(=[O:30])=[O:29])[CH2:11][CH2:10][N:9]([CH2:12][C:13]2[CH:18]=[CH:17][C:16]([O:19][CH2:20][CH2:21][N:22]3[CH2:27][CH2:26][CH2:25][CH2:24][CH2:23]3)=[CH:15][CH:14]=2)[CH2:8][CH2:7]1)=[O:5])C>C1COCC1.CO.[OH-].[Na+]>[CH2:38]([O:37][C:34]1[CH:33]=[CH:32][C:31]([S:28]([C:6]2([C:4]([OH:5])=[O:3])[CH2:7][CH2:8][N:9]([CH2:12][C:13]3[CH:18]=[CH:17][C:16]([O:19][CH2:20][CH2:21][N:22]4[CH2:23][CH2:24][CH2:25][CH2:26][CH2:27]4)=[CH:15][CH:14]=3)[CH2:10][CH2:11]2)(=[O:30])=[O:29])=[CH:36][CH:35]=1)[CH2:39][CH2:40][CH3:41] |f:1.2,3.4|. Reported procedure: 4-(4-Butoxy-benzenesulfonyl)-1-[4-(2-piperidin-1-yl-ethoxy)-benzyl]-piperidine-4- carboxylic acid was prepared starting from 4-(4-Butoxy-benzenesulfonyl)-1-[4-(2-piperidin-1-yl-ethoxy)-benzyl]-piperidine-4-carboxylic acid ethyl ester (5.8 g, 10 mmol) dissolved in THF:methanol 3:1 and 10N NaOH (40 ml). The resulting reaction mixture was worked up as outlined in example 83. Yield 4.8 g (86%); Spongy brown solid; mp 98° C.; MS: 559.6 (M+H)+ The reactants are IC1=CNC=2C1=NC(=CC2)C(=O)O (3-iodo-1H-pyrrolo[3,2-b]pyridine-5-carboxylic acid), [H-].[Na+] (NaH), Cl (HCl), C1(=CC=C(C=C1)S(=O)(=O)Cl)C (p-toluenesulfonyl chloride). Run in CN(C)C=O (DMF), O (H2O). Conditions: time 30 minute. The product is IC1=CN(C=2C1=NC(=CC2)C(=O)O)S(=O)(=O)C2=CC=C(C=C2)C (3-iodo-1-((4-methylphenyl)sulfonyl)-1H-pyrrolo[3,2-b]pyridine-5-carboxylic acid). Reaction SMILES: [I:1][C:2]1[C:6]2=[N:7][C:8]([C:11]([OH:13])=[O:12])=[CH:9][CH:10]=[C:5]2[NH:4][CH:3]=1.[H-].[Na+].[C:16]1([CH3:26])[CH:21]=[CH:20][C:19]([S:22](Cl)(=[O:24])=[O:23])=[CH:18][CH:17]=1.Cl>CN(C=O)C.O>[I:1][C:2]1[C:6]2=[N:7][C:8]([C:11]([OH:13])=[O:12])=[CH:9][CH:10]=[C:5]2[N:4]([S:22]([C:19]2[CH:20]=[CH:21][C:16]([CH3:26])=[CH:17][CH:18]=2)(=[O:24])=[O:23])[CH:3]=1 |f:1.2|. Procedure: To a solution of 3-iodo-1H-pyrrolo[3,2-b]pyridine-5-carboxylic acid (0.549 g, 1.906 mmol) in DMF (9.5 mL) at 0° C. was added NaH (60% in mineral oil, 0.191 g, 4.76 mmol). After 30 min at 0° C., p-toluenesulfonyl chloride (0.436 g, 2.287 mmol) was added and the reaction was warmed to RT. After 1 h at RT, the mixture was poured into H2O and the mixture was acidified with 5 M HCl (aq.). The precipitate was collected by filtration, washed with H2O and dried in a vacuum oven overnight to afford 3-iod...